Task: describe an organic reaction: reactants, conditions, products, and yield. Dataset: the Open Reaction Database (ORD), a public repository of structured organic reaction records Starting materials: [I-].[Na+] (sodium iodide), [Si](C)(C)(C(C)(C)C)OCCCCCCCl (1-(tert-butyldimethylsilyloxy)-6-chloro-hexane). Solvent: CC(=O)C (acetone). Product: [Si](C)(C)(C(C)(C)C)OCCCCCCI (1-(tert-butyldimethylsilyloxy)-6-iodo-hexane). RXN SMILES: [I-:1].[Na+].[Si:3]([O:10][CH2:11][CH2:12][CH2:13][CH2:14][CH2:15][CH2:16]Cl)([C:6]([CH3:9])([CH3:8])[CH3:7])([CH3:5])[CH3:4]>CC(C)=O>[Si:3]([O:10][CH2:11][CH2:12][CH2:13][CH2:14][CH2:15][CH2:16][I:1])([C:6]([CH3:9])([CH3:8])[CH3:7])([CH3:5])[CH3:4] |f:0.1|. Procedure: A solution of sodium iodide (13.5 g, 90 mmol) and 1-(tert-butyldimethylsilyloxy)-6-chloro-hexane (Preparation 20) (8.35 g, 22 mmol) in acetone (70 ml) was refluxed overnight. The reaction mixture was cooled to room temperature and filtered. The filtrate was worked-up (hexane) to give the desired compound as yellow oil. The reactants are CCOC(=O)CNC(=O)Nc1nc(C)c(-c2ccc(S(C)(=O)=O)cc2)s1, CO, [Na+], [OH-]. Yields the product Cc1nc(NC(=O)NCC(=O)O)sc1-c1ccc(S(C)(=O)=O)cc1. As a reaction SMILES: [CH2:3]([CH3:4])[O:5][C:6]([CH2:7][NH:8][C:9](=[O:10])[NH:11][c:12]1[s:13][c:14](-[c:18]2[cH:19][cH:20][c:21]([S:24](=[O:25])(=[O:26])[CH3:27])[cH:22][cH:23]2)[c:15]([CH3:17])[n:16]1)=[O:28].[CH3:29][OH:30].[Na+:2].[OH-:1]>>[O:5]=[C:6]([CH2:7][NH:8][C:9](=[O:10])[NH:11][c:12]1[s:13][c:14](-[c:18]2[cH:19][cH:20][c:21]([S:24](=[O:25])(=[O:26])[CH3:27])[cH:22][cH:23]2)[c:15]([CH3:17])[n:16]1)[OH:28]. The reactants are FB(F)F, CO, COC(=O)COc1ncccc1Oc1cc(NC(C)=O)c(F)cc1Cl. The product is COC(=O)COc1ncccc1Oc1cc(N)c(F)cc1Cl. RXN SMILES: [B:28]([F:29])([F:30])[F:31].[CH3:26][OH:27].[Cl:1][c:2]1[cH:3][c:4]([F:25])[c:5]([NH:21][C:22](=[O:23])[CH3:24])[cH:6][c:7]1[O:8][c:9]1[c:10]([O:15][CH2:16][C:17](=[O:18])[O:19][CH3:20])[n:11][cH:12][cH:13][cH:14]1>>[Cl:1][c:2]1[cH:3][c:4]([F:25])[c:5]([NH2:21])[cH:6][c:7]1[O:8][c:9]1[c:10]([O:15][CH2:16][C:17](=[O:18])[O:19][CH3:20])[n:11][cH:12][cH:13][cH:14]1.